Dataset: the Open Reaction Database (ORD), a public repository of structured organic reaction records. Task: describe an organic reaction: reactants, conditions, products, and yield The reactants are ClC=1C=CC2=C(CCC=3C(=NC=C(C3)OC)C2=O)C1 (8-chloro-3-methoxy-5,6-dihydro-11H-benzo[5,6]-cyclohepta[1,2-b]pyridin-11-one), FC1=CC2=C(CCC=3C(=NC=CC3)C2=O)C=C1 (9-fluoro-5,6-dihydro-11H-benzo[5,6]-cyclohepta[1,2-b]pyridin-11-one). Product: ClC=1C=CC2=C(CCC=3C(=NC=C(C3)OC)C2=C2CCNCC2)C1 (8-chloro-3-methoxy-11-(4-piperidylidene)-6,11-dihydro-5H-benzo[5,6]-cyclohepta[1,2-b]pyridine). Reaction SMILES: [Cl:1][C:2]1[CH:3]=[CH:4][C:5]2[C:17](=O)[C:10]3=[N:11][CH:12]=[C:13]([O:15][CH3:16])[CH:14]=[C:9]3[CH2:8][CH2:7][C:6]=2[CH:19]=1.FC1C=CC2CC[C:27]3[C:28](C(=O)C=2C=1)=[N:29][CH:30]=[CH:31][CH:32]=3>>[Cl:1][C:2]1[CH:3]=[CH:4][C:5]2[C:17](=[C:32]3[CH2:31][CH2:30][NH:29][CH2:28][CH2:27]3)[C:10]3=[N:11][CH:12]=[C:13]([O:15][CH3:16])[CH:14]=[C:9]3[CH2:8][CH2:7][C:6]=2[CH:19]=1. Reported procedure: By substituting in Preparative Example 2 step D, 8-chloro-3-methoxy-5,6-dihydro-11H-benzo[5,6]-cyclohepta[1,2-b]pyridin-11-one for 9-fluoro-5,6-dihydro-11H-benzo[5,6]-cyclohepta[1,2-b]pyridin-11-one and employing basically the same methods as steps D through H of Preparative Example 2, one obtains 8-chloro-3-methoxy-11-(4-piperidylidene)-6,11-dihydro-5H-benzo[5,6]-cyclohepta[1,2-b]pyridine as a white solid (MH+ 340). Reactants: Cl.C(C)(=O)OCC (hydrochloric acid ethyl acetate), C(C)(C)(C)OC(=O)NCC=1C=C(OC2=C(C=CC(=C2)Cl)N(C(C2=CC=C(C=C2)C2=CC=CC=C2)=O)CCCNC(CC2=C(C=CC=C2)F)=O)C=CC1 (N-[2-[3-(tert-butoxycarbonylaminomethyl)phenoxy]-4-chlorophenyl]-N-[3-[(2-fluorophenyl)acetylamino]propyl]-4-phenylbenzamide). Yields the product Cl.NCC=1C=C(OC2=C(C=CC(=C2)Cl)N(C(C2=CC=C(C=C2)C2=CC=CC=C2)=O)CCCNC(CC2=C(C=CC=C2)F)=O)C=CC1 (N-[2-[3-(aminomethyl)phenoxy]-4-chlorophenyl]-N-[3-[(2-fluorophenylacetyl)amino]propyl]-4-phenylbenzamide hydrochloride). The yield is 194.4%. RXN SMILES: Cl.C(OCC)(=O)C.C(OC([NH:15][CH2:16][C:17]1[CH:18]=[C:19]([CH:57]=[CH:58][CH:59]=1)[O:20][C:21]1[CH:26]=[C:25]([Cl:27])[CH:24]=[CH:23][C:22]=1[N:28]([CH2:43][CH2:44][CH2:45][NH:46][C:47](=[O:56])[CH2:48][C:49]1[CH:54]=[CH:53][CH:52]=[CH:51][C:50]=1[F:55])[C:29](=[O:42])[C:30]1[CH:35]=[CH:34][C:33]([C:36]2[CH:41]=[CH:40][CH:39]=[CH:38][CH:37]=2)=[CH:32][CH:31]=1)=O)(C)(C)C>>[ClH:27].[NH2:15][CH2:16][C:17]1[CH:18]=[C:19]([CH:57]=[CH:58][CH:59]=1)[O:20][C:21]1[CH:26]=[C:25]([Cl:27])[CH:24]=[CH:23][C:22]=1[N:28]([CH2:43][CH2:44][CH2:45][NH:46][C:47](=[O:56])[CH2:48][C:49]1[CH:54]=[CH:53][CH:52]=[CH:51][C:50]=1[F:55])[C:29](=[O:42])[C:30]1[CH:31]=[CH:32][C:33]([C:36]2[CH:41]=[CH:40][CH:39]=[CH:38][CH:37]=2)=[CH:34][CH:35]=1 |f:0.1,3.4|. Reported procedure: A 2 N hydrochloric acid/ethyl acetate solution (4 ml) of N-[2-[3-(tert-butoxycarbonylaminomethyl)phenoxy]-4-chlorophenyl]-N-[3-[(2-fluorophenyl)acetylamino]propyl]-4-phenylbenzamide (0.18 g, 0.25 mmols) was stirred at room temperature for 1 hour. The reaction mixture was concentrated under reduced pressure. The solid precipitated was taken out through filtration, and washed with ethyl ether to give an amorphous solid of N-[2-[3-(aminomethyl)phenoxy]-4-chlorophenyl]-N-[3-[(2-fluorophenylacetyl)am... The reactants are COC(\C=C\C1=C(C=CC=C1)OCCCCCBr)=O ((E)-3-[2-[(5-bromopentyl)oxy]phenyl]-2-propenoic acid methyl ester), OC1=C(C2=C(C(CCO2)=O)C=C1)CCC (2,3-dihydro-7-hydroxy-8-propyl-4H-1-benzopyran-4-one). Yields the product O=C1CCOC2=C1C=CC(=C2CCC)OCCCCCOC2=C(C=CC=C2)/C=C/C(=O)O ((E)-3-[2-[5-[(3,4-dihydro-4-oxo-8-propyl-2H-1-benzopyran-7-yl)oxy]pentyloxy]phenyl]-2-propenoic acid). Reaction SMILES: C[O:2][C:3](=[O:19])/[CH:4]=[CH:5]/[C:6]1[CH:11]=[CH:10][CH:9]=[CH:8][C:7]=1[O:12][CH2:13][CH2:14][CH2:15][CH2:16][CH2:17]Br.[OH:20][C:21]1[CH:31]=[CH:30][C:24]2[C:25](=[O:29])[CH2:26][CH2:27][O:28][C:23]=2[C:22]=1[CH2:32][CH2:33][CH3:34]>>[O:29]=[C:25]1[C:24]2[CH:30]=[CH:31][C:21]([O:20][CH2:17][CH2:16][CH2:15][CH2:14][CH2:13][O:12][C:7]3[CH:8]=[CH:9][CH:10]=[CH:11][C:6]=3/[CH:5]=[CH:4]/[C:3]([OH:2])=[O:19])=[C:22]([CH2:32][CH2:33][CH3:34])[C:23]=2[O:28][CH2:27][CH2:26]1. Procedure details: Using the procedure of example 4, and starting with 0.5 g (1.5 mmol) of (E)-3-[2-[(5-bromopentyl)oxy]phenyl]-2-propenoic acid methyl ester and 0.3 g (1.45 mmol) of 2,3-dihydro-7-hydroxy-8-propyl-4H-1-benzopyran-4-one, (E)-3-[2-[5-[(3,4-dihydro-4-oxo-8-propyl-2H-1-benzopyran-7-yl)oxy]pentyloxy]phenyl]-2-propenoic acid was obtained in 24% overall yield after purification by flash chromatography (silica gel, chloroform-methanol-acetic acid) and recrystallization from acetonitrile as a colorless sol... The reactants are C=O, COC(=O)c1cccc(C=O)c1, CO, Cc1nc(OCc2c(C(C)C)cnn2-c2ccccc2OC(F)(F)F)ccc1N. Product: COC(=O)c1cccc(CN(C)c2ccc(OCc3c(C(C)C)cnn3-c3ccccc3OC(F)(F)F)nc2C)c1. RXN SMILES: [CH2:42]=[O:43].[CH3:30][O:31][C:32]([c:33]1[cH:34][c:35]([CH:39]=[O:40])[cH:36][cH:37][cH:38]1)=[O:41].[CH3:44][OH:45].[CH:1]([CH3:2])([CH3:3])[c:4]1[c:5]([CH2:20][O:21][c:22]2[cH:23][cH:24][c:25]([NH2:29])[c:26]([CH3:28])[n:27]2)[n:6](-[c:9]2[c:10]([O:15][C:16]([F:17])([F:18])[F:19])[cH:11][cH:12][cH:13][cH:14]2)[n:7][cH:8]1>>[CH:1]([CH3:2])([CH3:3])[c:4]1[c:5]([CH2:20][O:21][c:22]2[cH:23][cH:24][c:25]([N:29]([CH2:39][c:35]3[cH:34][c:33]([C:32]([O:31][CH3:30])=[O:41])[cH:38][cH:37][cH:36]3)[CH3:42])[c:26]([CH3:28])[n:27]2)[n:6](-[c:9]2[c:10]([O:15][C:16]([F:17])([F:18])[F:19])[cH:11][cH:12][cH:13][cH:14]2)[n:7][cH:8]1.